From a dataset of the Open Reaction Database (ORD), a public repository of structured organic reaction records. describe an organic reaction: reactants, conditions, products, and yield The reactants are BrC=1C=C2C(=CNC2=CC1)C=1C(NC(C1C=1C=C2CCCN3C2=C(C1)CC3)=O)=O (3-(5-bromo-1H-indol-3-yl)-4-(1,2,5,6-tetrahydro-4H-pyrrolo[3,2,1-ij]quinolin-8-yl)-pyrrole-2,5-dione), ClC=1C(C(=C(C(C1Cl)=O)C#N)C#N)=O (2,3-dichloro-5,6-dicyano-p-benzoquinone), S(=O)([O-])[O-].[Na+].[Na+] (sodium sulfite). Run in O (water), C(C)(=O)OCC (ethyl acetate), O1CCCC1 (tetrahydrofuran). Run at time 30 minute. Yields the product BrC=1C=C2C(=CNC2=CC1)C=1C(NC(C1C=1C=C2CCCN3C2=C(C1)C=C3)=O)=O (3-(5-bromo-1H-indol-3-yl)-4-(5,6-dihydro-4H-pyrrolo[3,2,1-ij]quinolin-8-yl)-pyrrole-2,5-dione). Isolated yield 85.5%. Reaction SMILES: [Br:1][C:2]1[CH:3]=[C:4]2[C:8](=[CH:9][CH:10]=1)[NH:7][CH:6]=[C:5]2[C:11]1[C:12](=[O:29])[NH:13][C:14](=[O:28])[C:15]=1[C:16]1[CH:17]=[C:18]2[C:23]3=[C:24]([CH2:26][CH2:27][N:22]3[CH2:21][CH2:20][CH2:19]2)[CH:25]=1.ClC1C(=O)C(C#N)=C(C#N)C(=O)C=1Cl.S([O-])([O-])=O.[Na+].[Na+]>O1CCCC1.O.C(OCC)(=O)C>[Br:1][C:2]1[CH:3]=[C:4]2[C:8](=[CH:9][CH:10]=1)[NH:7][CH:6]=[C:5]2[C:11]1[C:12](=[O:29])[NH:13][C:14](=[O:28])[C:15]=1[C:16]1[CH:17]=[C:18]2[C:23]3=[C:24]([CH:26]=[CH:27][N:22]3[CH2:21][CH2:20][CH2:19]2)[CH:25]=1 |f:2.3.4|. Procedure details: A solution of 3-(5-bromo-1H-indol-3-yl)-4-(1,2,5,6-tetrahydro-4H-pyrrolo[3,2,1-ij]quinolin-8-yl)-pyrrole-2,5-dione (300 mg, 0.668 mmol) in anhydrous tetrahydrofuran (15 ml) at room temperature was treated with 2,3-dichloro-5,6-dicyano-p-benzoquinone (182 mg, 0.802 mmol) and stirred for 30 minutes. The reaction was treated with 10% aqueous sodium sulfite (40 ml) and diluted with water (50 ml) and ethyl acetate (50 ml). The aqueous layer was removed and the organic layer was washed with saturated ...